This data is from the Open Reaction Database (ORD), a public repository of structured organic reaction records. The task is: describe an organic reaction: reactants, conditions, products, and yield As a reaction SMILES: [C:15]([CH3:16])([CH3:17])([CH3:18])[O:19][C:20](=[O:21])[N:22]1[CH:23]([CH:27]=[O:28])[CH2:24][CH2:25][CH2:26]1.[C:1]([O:2][BH-:3]([O:4][C:5](=[O:6])[CH3:7])[O:8][C:9](=[O:10])[CH3:11])(=[O:12])[CH3:13].[CH2:29]1[CH2:30][CH2:31][NH:32][CH2:33]1.[CH3:34][C:35](=[O:36])[OH:37].[Cl:38][CH2:39][Cl:40].[Na+:14]>>[C:15]([CH3:16])([CH3:17])([CH3:18])[O:19][C:20](=[O:21])[N:22]1[CH:23]([CH2:27][N:32]2[CH2:31][CH2:30][CH2:29][CH2:33]2)[CH2:24][CH2:25][CH2:26]1. The reactants are CC(C)(C)OC(=O)N1CCCC1C=O, CC(=O)O[BH-](OC(C)=O)OC(C)=O, C1CCNC1, CC(=O)O, ClCCl, [Na+]. Yields the product CC(C)(C)OC(=O)N1CCCC1CN1CCCC1. Reactants: [H-].[Na+] (sodium hydride), ClC1=C(C=NC(=C1)OC)C=1N(C=C(N1)C=1N(N=C(N1)C)C(C)C)CCO (2-[2-(4-chloro-6-methoxy-pyridin-3-yl)-4-(2-isopropyl-5-methyl-2H-[1,2,4]triazol-3-yl)-imidazol-1-yl]-ethanol), O (water). The solvent is CN(C)C=O (DMF). Run at temperature 0 celsius, time 30 minute. Yields the product C(C)(C)N1N=C(N=C1C1=CN2CCOC3=C(C2=N1)C=NC(=C3)OC)C (2-(2-Isopropyl-5-methyl-2H-[1,2,4]triazol-3-yl)-8-methoxy-4,5-dihydro-6-oxa-1,3a,9-triaza-benzo[e]azulene). Isolated yield 50.2%. As a reaction SMILES: Cl[C:2]1[CH:7]=[C:6]([O:8][CH3:9])[N:5]=[CH:4][C:3]=1[C:10]1[N:11]([CH2:24][CH2:25][OH:26])[CH:12]=[C:13]([C:15]2[N:16]([CH:21]([CH3:23])[CH3:22])[N:17]=[C:18]([CH3:20])[N:19]=2)[N:14]=1.[H-].[Na+].O>CN(C=O)C>[CH:21]([N:16]1[C:15]([C:13]2[N:14]=[C:10]3[N:11]([CH2:24][CH2:25][O:26][C:2]4[CH:7]=[C:6]([O:8][CH3:9])[N:5]=[CH:4][C:3]=43)[CH:12]=2)=[N:19][C:18]([CH3:20])=[N:17]1)([CH3:23])[CH3:22] |f:1.2|. Procedure details: A solution of 2-[2-(4-chloro-6-methoxy-pyridin-3-yl)-4-(2-isopropyl-5-methyl-2H-[1,2,4]triazol-3-yl)-imidazol-1-yl]-ethanol (2.25 g, 5.97 mmol) in DMF (30 mL) was cooled to 0° C. and treated with sodium hydride (239 mg, 5.97 mmol), the reaction mixture stirred at 0° C. for 30 min then allowed to warm to RT and stirred for 2 h. The reaction mixture was re-cooled to 0° C. and treated with water (400 mL), the precipitated product filtered off and washed with water then dried in vacuo to give the ti... Starting materials: CCN(CC)C1CCN(C(=O)c2nn(C)c(-c3cccc(Br)c3)c2C)C1, [K+], [K+], [K+], OB(O)c1ccccc1, O=P([O-])([O-])[O-]. Product: CCN(CC)C1CCN(C(=O)c2nn(C)c(-c3cccc(-c4ccccc4)c3)c2C)C1. As a reaction SMILES: [Br:9][c:10]1[cH:11][c:12](-[c:16]2[c:17]([CH3:34])[c:18]([C:22](=[O:23])[N:24]3[CH2:25][CH:26]([N:29]([CH2:30][CH3:31])[CH2:32][CH3:33])[CH2:27][CH2:28]3)[n:19][n:20]2[CH3:21])[cH:13][cH:14][cH:15]1.[K+:6].[K+:7].[K+:8].[OH:35][B:36]([OH:37])[c:38]1[cH:39][cH:40][cH:41][cH:42][cH:43]1.[P:1]([O-:2])([O-:3])([O-:4])=[O:5]>>[c:10]1(-[c:38]2[cH:39][cH:40][cH:41][cH:42][cH:43]2)[cH:11][c:12](-[c:16]2[c:17]([CH3:34])[c:18]([C:22](=[O:23])[N:24]3[CH2:25][CH:26]([N:29]([CH2:30][CH3:31])[CH2:32][CH3:33])[CH2:27][CH2:28]3)[n:19][n:20]2[CH3:21])[cH:13][cH:14][cH:15]1. The reactants are CN1CC(=O)Nc2ncc(C=CC(=O)O)cc2C1, CNCc1ccc(C)c2ccccc12, CCCc1c(CNC)ccc2ccccc12, Cl, Cl, CN1CCN(Cc2cc(C=CC(=O)O)cnc2N)CC1. Product: Cl, Cc1ccc(CN(C)C(=O)C=Cc2cnc(N)c(CN3CCN(C)CC3)c2)c2ccccc12. RXN SMILES: [CH3:23][N:24]1[CH2:25][c:26]2[cH:27][c:28]([CH:29]=[CH:30][C:31]([OH:32])=[O:33])[cH:34][n:35][c:36]2[NH:37][C:38](=[O:39])[CH2:40]1.[CH3:41][NH:42][CH2:43][c:44]1[cH:45][cH:46][c:47]([CH3:54])[c:48]2[cH:49][cH:50][cH:51][cH:52][c:53]12.[CH3:55][NH:56][CH2:57][c:58]1[cH:59][cH:60][c:61]2[c:62]([cH:63][cH:64][cH:65][cH:66]2)[c:67]1[CH2:68][CH2:69][CH3:70].[ClH:1].[ClH:22].[NH2:2][c:3]1[c:4]([CH2:14][N:15]2[CH2:16][CH2:17][N:18]([CH3:21])[CH2:19][CH2:20]2)[cH:5][c:6]([CH:9]=[CH:10][C:11](=[O:12])[OH:13])[cH:7][n:8]1>>[ClH:1].[NH2:2][c:3]1[c:4]([CH2:14][N:15]2[CH2:16][CH2:17][N:18]([CH3:21])[CH2:19][CH2:20]2)[cH:5][c:6]([CH:9]=[CH:10][C:11](=[O:13])[N:42]([CH3:41])[CH2:43][c:44]2[cH:45][cH:46][c:47]([CH3:54])[c:48]3[cH:49][cH:50][cH:51][cH:52][c:53]23)[cH:7][n:8]1. Starting materials: C=1C=CC2=C(C1)C(=O)NC=N2 (quinazolinone), C(C)(=O)[O-].[Na+] (sodium acetate), CN(C)C=O (DMF). Conditions: temperature 60 celsius. Product: C(C)(=O)OCC=1C=C2C(N=C(NC2=CC1)CCCC)=O (6-Acetoxymethyl-2-butylquinazolin-4(1H)-one). Yield: 68.0%. Reaction SMILES: [CH:1]1[CH:2]=[CH:3][C:4]2[N:11]=[CH:10][NH:9][C:7](=[O:8])[C:5]=2[CH:6]=1.[C:12]([O-:15])(=O)[CH3:13].[Na+].CN([CH:20]=[O:21])C>>[C:12]([O:21][CH2:20][C:1]1[CH:6]=[C:5]2[C:4](=[CH:3][CH:2]=1)[NH:11][C:10]([CH2:2][CH2:1][CH2:6][CH3:5])=[N:9][C:7]2=[O:8])(=[O:15])[CH3:13] |f:1.2|. Procedure details: To a solution of 2.1 g (7.0 mmol) of the quinazolinone prepared in Example 12 in 15 mL of dry DMF was added 1.74 g (20.0 mmol) of sodium acetate. The mixture was heated to 60° C. for 3 hours. The reaction mixture was concentrated in vacuo and the residue dissolved in 100 mL of CH2Cl2. The solution was washed with water (3×20 mL), brine (1×20 mL) and dried over MgSO4. The mixture was filtered and concentrated in vacuo. The residue was recrystallized from MeOH/H2O to give 1.31 g (4.8 mmol) of a co...